From a dataset of the Open Reaction Database (ORD), a public repository of structured organic reaction records. describe an organic reaction: reactants, conditions, products, and yield The product is BrC1=CC=C(O[C@@H](CN(C)C)C)C=C1 ([(R)-2-(4-Bromo-phenoxy)-propyl]-dimethyl-amine). Procedure details: 4-Bromophenol (0.2 g, 1.16 mmol) and (S)-(+)-1-dimethylamino-2-propanol (0.14 ml, 1.16 mmol) were dissolved in dichloromethane (10 ml). PS-Triphenylphospine (1.74 g, 1.74 mmol) was added, followed by di-tert-butyl azodicarboxylate (0.4 g, 1.74 mmol). The mixture was stirred overnight at room temperature, then filtered and the filtrate washed with sodium hydrogenocarbonate then brine. The organic phase was dried over anhydrous magnesium sulfate, filtered and concentrated in vacuo to give the desi... Reaction conditions: time 8 hour. The reactants are N(=NC(=O)OC(C)(C)C)C(=O)OC(C)(C)C (di-tert-butyl azodicarboxylate), BrC1=CC=C(C=C1)O (4-Bromophenol), CN(C[C@H](C)O)C ((S)-(+)-1-dimethylamino-2-propanol), C1(=CC=CC=C1)P(C1=CC=CC=C1)C1=CC=CC=C1 (Triphenylphospine). The solvent is ClCCl (dichloromethane). As a reaction SMILES: [Br:1][C:2]1[CH:7]=[CH:6][C:5]([OH:8])=[CH:4][CH:3]=1.[CH3:9][N:10]([CH3:15])[CH2:11][C@@H:12](O)[CH3:13].C1(P(C2C=CC=CC=2)C2C=CC=CC=2)C=CC=CC=1.N(C(OC(C)(C)C)=O)=NC(OC(C)(C)C)=O>ClCCl>[Br:1][C:2]1[CH:7]=[CH:6][C:5]([O:8][C@H:12]([CH3:13])[CH2:11][N:10]([CH3:15])[CH3:9])=[CH:4][CH:3]=1. Starting materials: BrC1=C(O[C@@H]2CNCCC2)C=CC=C1 ((S)-3-(2-bromophenoxy)piperidine), FC1=C(C=CC(=C1)B1OC(C(O1)(C)C)(C)C)C=1C=NC(=NC1)N (5-(2-fluoro-4-(4,4,5,5-tetramethyl-1,3,2-dioxaborolan-2-yl)phenyl)pyrimidin-2-amine). Yields the product FC=1C=C(C=CC1C=1C=NC(=NC1)N)C1=C(C=CC=C1)O[C@@H]1CNCCC1 (5-{3-Fluoro-2′-[(3S)-piperidin-3-yloxy]biphenyl-4-yl}pyrimidin-2-amine). As a reaction SMILES: Br[C:2]1[CH:14]=[CH:13][CH:12]=[CH:11][C:3]=1[O:4][C@H:5]1[CH2:10][CH2:9][CH2:8][NH:7][CH2:6]1.[F:15][C:16]1[CH:21]=[C:20](B2OC(C)(C)C(C)(C)O2)[CH:19]=[CH:18][C:17]=1[C:31]1[CH:32]=[N:33][C:34]([NH2:37])=[N:35][CH:36]=1>>[F:15][C:16]1[CH:21]=[C:20]([C:2]2[CH:14]=[CH:13][CH:12]=[CH:11][C:3]=2[O:4][C@H:5]2[CH2:10][CH2:9][CH2:8][NH:7][CH2:6]2)[CH:19]=[CH:18][C:17]=1[C:31]1[CH:36]=[N:35][C:34]([NH2:37])=[N:33][CH:32]=1. Procedure details: The title compound was prepared in a manner similar to that described in Example 88 using (S)-3-(2-bromophenoxy)piperidine and 5-(2-fluoro-4-(4,4,5,5-tetramethyl-1,3,2-dioxaborolan-2-yl)phenyl)pyrimidin-2-amine. MS (ESI): mass calcd. for C21H21FN4O, 364.17; m/z found, 365.0 [M+H]+. 1H NMR (400 MHz, DMSO-d6) δ 8.48 (s, 2H), 7.59-7.48 (m, 2H), 7.44 (d, J=8.1, 1H), 7.40-7.35 (m, 2H), 7.24 (d, J=8.3, 1H), 7.11-7.07 (m, 1H), 6.87 (s, 2H), 4.73-4.53 (m, 1H), 3.38-3.30 (m, 1H), 3.12-2.86 (m, 3H), 2.04-... Reactants: COc1ccccc1B(O)O, CC#N, Cc1cccc2cc(C=O)c(Cl)nc12, [Na+], [Na+], O=C([O-])[O-], O, c1ccc(P(c2ccccc2)(c2ccccc2)[Pd](P(c2ccccc2)(c2ccccc2)c2ccccc2)(P(c2ccccc2)(c2ccccc2)c2ccccc2)P(c2ccccc2)(c2ccccc2)c2ccccc2)cc1. The product is COc1ccccc1-c1nc2c(C)cccc2cc1C=O. RXN SMILES: [CH3:15][O:16][c:17]1[c:18]([B:23]([OH:24])[OH:25])[cH:19][cH:20][cH:21][cH:22]1.[CH3:32][C:33]#[N:34].[Cl:1][c:2]1[n:3][c:4]2[c:5]([CH3:14])[cH:6][cH:7][cH:8][c:9]2[cH:10][c:11]1[CH:12]=[O:13].[Na+:26].[Na+:27].[O-:28][C:29](=[O:30])[O-:31].[OH2:35].[cH:36]1[cH:37][cH:38][c:39]([P:40]([Pd:41]([P:42]([c:43]2[cH:44][cH:45][cH:46][cH:47][cH:48]2)([c:49]2[cH:50][cH:51][cH:52][cH:53][cH:54]2)[c:55]2[cH:56][cH:57][cH:58][cH:59][cH:60]2)([P:61]([c:62]2[cH:63][cH:64][cH:65][cH:66][cH:67]2)([c:68]2[cH:69][cH:70][cH:71][cH:72][cH:73]2)[c:74]2[cH:75][cH:76][cH:77][cH:78][cH:79]2)[P:80]([c:81]2[cH:82][cH:83][cH:84][cH:85][cH:86]2)([c:87]2[cH:88][cH:89][cH:90][cH:91][cH:92]2)[c:93]2[cH:94][cH:95][cH:96][cH:97][cH:98]2)([c:99]2[cH:100][cH:101][cH:102][cH:103][cH:104]2)[c:105]2[cH:106][cH:107][cH:108][cH:109][cH:110]2)[cH:111][cH:112]1>>[c:2]1(-[c:18]2[c:17]([O:16][CH3:15])[cH:22][cH:21][cH:20][cH:19]2)[n:3][c:4]2[c:5]([CH3:14])[cH:6][cH:7][cH:8][c:9]2[cH:10][c:11]1[CH:12]=[O:13]. Starting materials: CN1CCC(O)C1, CO, COc1cc2ncnc(Cl)c2cc1O, ClCCl, CCOC(=O)N=NC(=O)OCC, c1ccc(P(c2ccccc2)c2ccccc2)cc1. Yields the product COc1cc2ncnc(Cl)c2cc1OC1CCN(C)C1. Reaction SMILES: [CH3:27][N:28]1[CH2:29][CH:30]([OH:33])[CH2:31][CH2:32]1.[CH3:56][OH:57].[Cl:13][c:14]1[n:15][cH:16][n:17][c:18]2[cH:19][c:20]([O:25][CH3:26])[c:21]([OH:24])[cH:22][c:23]12.[Cl:53][CH2:54][Cl:55].[O:1]=[C:2]([O:3][CH2:4][CH3:5])[N:6]=[N:7][C:8]([O:9][CH2:10][CH3:11])=[O:12].[c:34]1([P:35]([c:36]2[cH:37][cH:38][cH:39][cH:40][cH:41]2)[c:42]2[cH:43][cH:44][cH:45][cH:46][cH:47]2)[cH:48][cH:49][cH:50][cH:51][cH:52]1>>[Cl:13][c:14]1[n:15][cH:16][n:17][c:18]2[cH:19][c:20]([O:25][CH3:26])[c:21]([O:24][CH:30]3[CH2:29][N:28]([CH3:27])[CH2:32][CH2:31]3)[cH:22][c:23]12.